From a dataset of the Open Reaction Database (ORD), a public repository of structured organic reaction records. describe an organic reaction: reactants, conditions, products, and yield The reactants are C1CCOC1, CO, Cl, O=C1NCCCc2cc(I)ccc21, O. Product: Ic1ccc2c(c1)CCCNC2. As a reaction SMILES: [CH2:18]1[O:19][CH2:20][CH2:21][CH2:22]1.[CH3:14][OH:15].[ClH:16].[I:1][c:2]1[cH:3][cH:4][c:5]2[c:6]([cH:13]1)[CH2:7][CH2:8][CH2:9][NH:10][C:11]2=[O:12].[OH2:17]>>[I:1][c:2]1[cH:3][cH:4][c:5]2[c:6]([cH:13]1)[CH2:7][CH2:8][CH2:9][NH:10][CH2:11]2. The reactants are C(C1=CC=CC=C1)N1CCC(CC1)(O)C1=C(C=CC(=C1)Cl)NC(C(C)(C)C)=O (N-[2-(1-benzyl-4-hydroxy-piperidin-4-yl)-4-chloro-phenyl]-2,2-dimethyl-propionamide), ice water. Run in CCCCO (n-BuOH), Cl (HCl). The product is C(C1=CC=CC=C1)N1CCC(=CC1)C1=C(C=CC(=C1)Cl)N (2-(1-benzyl-1,2,3,6-tetrahydro-pyridin-4-yl)-4-chloro-phenylamine). Yield: 47.2%. RXN SMILES: [CH2:1]([N:8]1[CH2:13][CH2:12][C:11]([C:15]2[CH:20]=[C:19]([Cl:21])[CH:18]=[CH:17][C:16]=2[NH:22]C(=O)C(C)(C)C)(O)[CH2:10][CH2:9]1)[C:2]1[CH:7]=[CH:6][CH:5]=[CH:4][CH:3]=1>CCCCO.Cl>[CH2:1]([N:8]1[CH2:9][CH:10]=[C:11]([C:15]2[CH:20]=[C:19]([Cl:21])[CH:18]=[CH:17][C:16]=2[NH2:22])[CH2:12][CH2:13]1)[C:2]1[CH:7]=[CH:6][CH:5]=[CH:4][CH:3]=1. Procedure: A suspension of N-[2-(1-benzyl-4-hydroxy-piperidin-4-yl)-4-chloro-phenyl]-2,2-dimethyl-propionamide (6.00 g) in n-BuOH (50 ml) and 6N HCl (120 ml) was heated to reflux temperature for 5 days. The solution was then poured into ice water, made acidic with cone. HCl and extracted with ethyl acetate. The water layer was made basic and extracted three times with CH2Cl2, dried over sodium sulfate and concentrated in vacuo. The residue was subjected to silica gel chromatography (hexane:ethyl acetate:tr... Starting materials: ClC1=C(COC=2C=3N(C=CC2)C=C(N3)C)C(=CC=C1[N+](=O)[O-])Cl (8-(2,6-dichloro-3-nitrobenzyloxy)-2-methylimidazo[1,2-a]pyridine), BrN1C(CCC1=O)=O (N-bromosuccinimide). Run in C(C)O (ethanol), O1CCOCC1 (1,4-dioxane). Conditions: time 1 hour. Product: BrC1=C(N=C2N1C=CC=C2OCC2=C(C(=CC=C2Cl)[N+](=O)[O-])Cl)C (3-bromo-8-(2,6-dichloro-3-nitrobenzyloxy)-2-methylimidazo[1,2-a]pyridine). Isolated yield 81.7%. As a reaction SMILES: [Cl:1][C:2]1[C:19]([N+:20]([O-:22])=[O:21])=[CH:18][CH:17]=[C:16]([Cl:23])[C:3]=1[CH2:4][O:5][C:6]1[C:7]2[N:8]([CH:12]=[C:13]([CH3:15])[N:14]=2)[CH:9]=[CH:10][CH:11]=1.[Br:24]N1C(=O)CCC1=O>C(O)C.O1CCOCC1>[Br:24][C:12]1[N:8]2[CH:9]=[CH:10][CH:11]=[C:6]([O:5][CH2:4][C:3]3[C:16]([Cl:23])=[CH:17][CH:18]=[C:19]([N+:20]([O-:22])=[O:21])[C:2]=3[Cl:1])[C:7]2=[N:14][C:13]=1[CH3:15]. Reported procedure: To a solution of 8-(2,6-dichloro-3-nitrobenzyloxy)-2-methylimidazo[1,2-a]pyridine (85 mg) in a mixture of ethanol (1 ml) and 1,4-dioxane (1 ml) was added in one portion N-bromosuccinimide (43 mg) at ambient temperature. After stirring for one hour at the same temperature, the mixture was filtered to give 3-bromo-8-(2,6-dichloro-3-nitrobenzyloxy)-2-methylimidazo[1,2-a]pyridine (85 mg) as a yellow solid. Reactants: C1(=CC=CC=C1)P(C1=CC=CC=C1)C1=CC=CC=C1 (triphenylphosphine), BrN1C(CCC1=O)=O (N-bromosuccinimide), BrC=1C=C(C=CC1)CCCO (3-(3-bromophenyl)-1-propanol). Run in C(Cl)Cl (methylene chloride). Run at time 12 hour. Yields the product BrC=1C=C(C=CC1)CCCBr (3-bromo-1-(3-bromopropyl)benzene). The yield is 37.3%. As a reaction SMILES: [Br:1][C:2]1[CH:3]=[C:4]([CH2:8][CH2:9][CH2:10]O)[CH:5]=[CH:6][CH:7]=1.C1(P(C2C=CC=CC=2)C2C=CC=CC=2)C=CC=CC=1.[Br:31]N1C(=O)CCC1=O>C(Cl)Cl>[Br:1][C:2]1[CH:3]=[C:4]([CH2:8][CH2:9][CH2:10][Br:31])[CH:5]=[CH:6][CH:7]=1. Procedure details: Compound 40-2 (2.78 g) was dissolved in methylene chloride (40 ml), triphenylphosphine (3.72 g) and N-bromosuccinimide (2.53 g) were added under ice-cooling, and the mixture was stirred under ice-cooling for 2 hr, and at room temperature for 12 hr. The reaction mixture was washed with water and saturated brine, and dried over anhydrous magnesium sulfate. The solvent was evaporated under reduced pressure. Diethyl ether (100 ml) was added, and the precipitated triphenylphosphine oxide was filtered... The reactants are C1CCOC1, ClC(Cl)Cl, OC(c1ccc(Oc2ncccc2C2CCOCC2)cc1)c1nc2ccccc2[nH]1. Reaction SMILES: [CH2:35]1[O:36][CH2:37][CH2:38][CH2:39]1.[CH:31]([Cl:32])([Cl:33])[Cl:34].[nH:1]1[c:2]([CH:10]([OH:11])[c:12]2[cH:13][cH:14][c:15]([O:18][c:19]3[n:20][cH:21][cH:22][cH:23][c:24]3[CH:25]3[CH2:26][CH2:27][O:28][CH2:29][CH2:30]3)[cH:16][cH:17]2)[n:3][c:4]2[c:5]1[cH:6][cH:7][cH:8][cH:9]2>>[nH:1]1[c:2]([C:10](=[O:11])[c:12]2[cH:13][cH:14][c:15]([O:18][c:19]3[n:20][cH:21][cH:22][cH:23][c:24]3[CH:25]3[CH2:26][CH2:27][O:28][CH2:29][CH2:30]3)[cH:16][cH:17]2)[n:3][c:4]2[c:5]1[cH:6][cH:7][cH:8][cH:9]2. Product: O=C(c1ccc(Oc2ncccc2C2CCOCC2)cc1)c1nc2ccccc2[nH]1. Reactants: C(=C)S(=O)(=O)N1CC(C1)C1=CC2=C(C=3N=C(SC3CCO2)C=2N(N=CN2)C(C)C)C=C1 (8-(1-ethenesulfonyl-azetidin-3-yl)-2-(2-isopropyl-2H-[1,2,4]triazol-3-yl)-4,5-dihydro-6-oxa-3-thia-1-aza-benzo[e]azulene), Cl.FC1(CNC1)F (3,3-difluoroazetidine hydrochloride salt). Run in C(Cl)Cl (DCM). Yields the product C(=C)S(=O)(=O)N1CC(C1)(F)F (1-Ethenesulfonyl-3,3-difluoro-azetidine). RXN SMILES: [CH:1]([S:3](N1CC(C2C=CC3C4N=C(C5N(C(C)C)N=CN=5)SC=4CCOC=3C=2)C1)(=[O:5])=[O:4])=[CH2:2].Cl.[F:33][C:34]1([F:38])[CH2:37][NH:36][CH2:35]1>C(Cl)Cl>[CH:1]([S:3]([N:36]1[CH2:37][C:34]([F:38])([F:33])[CH2:35]1)(=[O:5])=[O:4])=[CH2:2] |f:1.2|. Procedure: The title compound was prepared by a similar procedure to 8-(1-ethenesulfonyl-azetidin-3-yl)-2-(2-isopropyl-2H-[1,2,4]triazol-3-yl)-4,5-dihydro-6-oxa-3-thia-1-aza-benzo[e]azulene using 3,3-difluoroazetidine hydrochloride salt. 1-Ethenesulfonyl-3,3-difluoro-azetidine was isolated as a light brown oil after flash chromatography (SiO2, DCM) (171 mg, 61%). 1H NMR δ (ppm) (CDCl3): 6.56 (1H, dd, J=16.56, 9.83 Hz), 6.40 (1H, d, J=16.59 Hz), 6.20 (1H, d, J=9.83 Hz), 4.32-4.17 (4H, m)